Dataset: the Open Reaction Database (ORD), a public repository of structured organic reaction records. Task: describe an organic reaction: reactants, conditions, products, and yield The reactants are COC(=O)c1ccc(OC)cc1OC, CCO, ClC(Cl)Cl, Cl, [Na+], [OH-], O. The product is COc1ccc(C(=O)O)c(OC)c1. Reaction SMILES: [CH3:1][O:2][c:3]1[c:4]([C:5](=[O:6])[O:7][CH3:8])[cH:9][cH:10][c:11]([O:13][CH3:14])[cH:12]1.[CH3:21][CH2:22][OH:23].[CH:15]([Cl:16])([Cl:17])[Cl:18].[ClH:20].[Na+:25].[OH-:24].[OH2:19]>>[CH3:1][O:2][c:3]1[c:4]([C:5](=[O:6])[OH:7])[cH:9][cH:10][c:11]([O:13][CH3:14])[cH:12]1. Starting materials: C(#N)C(CCC(=O)OC)(CCC(=O)OC)C1=CC(=C(C=C1)OC(F)F)OC1CCCC1 (dimethyl 4-cyano4-(3-cyclopentyloxy-4-difluoromethoxyphenyl)pimelate), [H-].[Na+] (sodium hydride), Cl (hydrochloric acid). The solvent is COCCOC (1,2-dimethoxyethane), COCCOC (1,2-dimethoxyethane). Run at temperature 0 celsius. Product: C(=O)(OC)C1C(CCC(C1)(C1=CC(=C(C=C1)OC(F)F)OC1CCCC1)C#N)=O (2-Carbomethoxy-4-cyano-4-(3-cyclopentyloxy-4-difluoromethoxy-phenyl)cyclohexan-1-one). Isolated yield 27.8%. As a reaction SMILES: [C:1]([C:3]([C:16]1[CH:21]=[CH:20][C:19]([O:22][CH:23]([F:25])[F:24])=[C:18]([O:26][CH:27]2[CH2:31][CH2:30][CH2:29][CH2:28]2)[CH:17]=1)([CH2:10][CH2:11][C:12]([O:14][CH3:15])=[O:13])[CH2:4][CH2:5][C:6]([O:8]C)=O)#[N:2].[H-].[Na+].Cl>COCCOC>[C:12]([CH:11]1[CH2:10][C:3]([C:1]#[N:2])([C:16]2[CH:21]=[CH:20][C:19]([O:22][CH:23]([F:24])[F:25])=[C:18]([O:26][CH:27]3[CH2:31][CH2:30][CH2:29][CH2:28]3)[CH:17]=2)[CH2:4][CH2:5][C:6]1=[O:8])([O:14][CH3:15])=[O:13] |f:1.2|. Procedure details: To a solution of dimethyl 4-cyano4-(3-cyclopentyloxy-4-difluoromethoxyphenyl)pimelate (3.1 g, 6.7 mmol) in dry 1,2-dimethoxyethane (50 mL) under an argon atmosphere was added sodium hydride (80% dispersion in mineral oil, 0.81 g, 27 mmol). The resulting mixture was refluxed for 20 min, additional 1,2-dimethoxyethane (50 mL) was added and the mixture was refluxed for another 70 min. The mixture was cooled to 0° C., was acidified with dilute hydrochloric acid and was concentrated The mixture was p... Reactants: C(Cl)(Cl)Cl (chloroform), C(C)O (ethanol), [H-].[H-].[H-].[H-].[Li+].[Al+3] (LiAlH4), O(C1=CC=CC=C1)C1=CC=C(O[C@H]2[C@H](CC3=CC=CC=C23)NC(=O)OC(C)(C)C)C=C1 ((±)cis-1-[(4-phenoxy)phenoxy]-2-tert-butoxycarbonylaminoindane), O1CCCC1 (tetrahydrofuran). The product is Cl.O(C1=CC=CC=C1)C1=CC=C(O[C@H]2[C@H](CC3=CC=CC=C23)NC)C=C1 ((±)cis-1-[(4-Phenoxy)phenoxy]-2-methylaminoindane Hydrochloride), oil. Reaction SMILES: [H-].[H-].[H-].[H-].[Li+].[Al+3].[O:7]([C:14]1[CH:37]=[CH:36][C:17]([O:18][C@@H:19]2[C:27]3[C:22](=[CH:23][CH:24]=[CH:25][CH:26]=3)[CH2:21][C@@H:20]2[NH:28][C:29](OC(C)(C)C)=O)=[CH:16][CH:15]=1)[C:8]1[CH:13]=[CH:12][CH:11]=[CH:10][CH:9]=1.O1CCCC1.C(O)C.C(Cl)(Cl)[Cl:47]>>[ClH:47].[O:7]([C:14]1[CH:37]=[CH:36][C:17]([O:18][C@@H:19]2[C:27]3[C:22](=[CH:23][CH:24]=[CH:25][CH:26]=3)[CH2:21][C@@H:20]2[NH:28][CH3:29])=[CH:16][CH:15]=1)[C:8]1[CH:9]=[CH:10][CH:11]=[CH:12][CH:13]=1 |f:0.1.2.3.4.5,10.11|. Procedure details: The title compound was prepared in a similar manner to Example 12 from LiAlH4 (760 mg, 20 mmol), (±)cis-1-[(4-phenoxy)phenoxy]-2-tert-butoxycarbonylaminoindane (1.39 mg, 3.3 mmol) and tetrahydrofuran (40 ml). After a reaction time of 3 h the reaction was worked up as previously described and subjected to column chromatography on silica gel eluting with 2% ethanol in chloroform to afford a pale pink oil (951 mg) which was converted to the HCl salt and crystallised to afford the title compound as ... The reactants are CC(C)(C)OC(=O)NCC(=O)O, CCOC(=O)CCN, CN1CCOCC1, ClCCl, Cl. Product: CCOC(=O)CCNC(=O)CNC(=O)OC(C)(C)C. Reaction SMILES: [C:10]([CH3:11])([CH3:12])([CH3:13])[O:14][C:15](=[O:16])[NH:17][CH2:18][C:19](=[O:20])[OH:21].[CH2:2]([CH3:3])[O:4][C:5]([CH2:6][CH2:7][NH2:8])=[O:9].[CH3:22][N:23]1[CH2:24][CH2:25][O:26][CH2:27][CH2:28]1.[Cl:29][CH2:30][Cl:31].[ClH:1]>>[CH2:2]([CH3:3])[O:4][C:5]([CH2:6][CH2:7][NH:8][C:19]([CH2:18][NH:17][C:15]([O:14][C:10]([CH3:11])([CH3:12])[CH3:13])=[O:16])=[O:20])=[O:9]. Reactants: C=CCOC(=O)c1cc(F)c[nH]1, CCCCCCCC[N+](C)(CCCCCCCC)CCCCCCCC, COC(C)(C)C, [Cl-], [Cl-], [NH4+], [NH4+], [Na+], [OH-], [OH-]. Product: C=CCOC(=O)c1cc(F)cn1N. RXN SMILES: [CH2:1]([CH:2]=[CH2:3])[O:4][C:5](=[O:6])[c:7]1[nH:8][cH:9][c:10]([F:12])[cH:11]1.[CH2:20]([N+:21]([CH2:22][CH2:23][CH2:24][CH2:25][CH2:26][CH2:27][CH2:28][CH3:29])([CH2:30][CH2:31][CH2:32][CH2:33][CH2:34][CH2:35][CH2:36][CH3:37])[CH3:38])[CH2:39][CH2:40][CH2:41][CH2:42][CH2:43][CH2:44][CH3:45].[CH3:46][O:47][C:48]([CH3:49])([CH3:50])[CH3:51].[Cl-:13].[Cl-:19].[NH4+:14].[NH4+:17].[Na+:16].[OH-:15].[OH-:18]>>[CH2:1]([CH:2]=[CH2:3])[O:4][C:5](=[O:6])[c:7]1[n:8]([NH2:14])[cH:9][c:10]([F:12])[cH:11]1. Starting materials: ClC(=O)OC1=CC=C(C=C1)Cl (4-chlorophenyl chloroformate), COC(C1=C(C=C(C(=C1)N(C)C(C)=O)C(F)(F)F)N)=O (5-(acetyl-methyl-amino)-2-amino-4-trifluoromethyl-benzoic acid methyl ester). The solvent is O1CCOCC1 (dioxane). Reaction conditions: temperature 80 celsius, time 2 hour. Product: COC(C1=C(C=C(C(=C1)N(C)C(C)=O)C(F)(F)F)NC(=O)OC1=CC=C(C=C1)Cl)=O (5-(acetyl-methyl-amino)-2-(4-chloro-phenoxycarbonylamino)-4-trifluoromethyl-benzoic acid methyl ester). As a reaction SMILES: Cl[C:2]([O:4][C:5]1[CH:10]=[CH:9][C:8]([Cl:11])=[CH:7][CH:6]=1)=[O:3].[CH3:12][O:13][C:14](=[O:31])[C:15]1[CH:20]=[C:19]([N:21]([C:23](=[O:25])[CH3:24])[CH3:22])[C:18]([C:26]([F:29])([F:28])[F:27])=[CH:17][C:16]=1[NH2:30]>O1CCOCC1>[CH3:12][O:13][C:14](=[O:31])[C:15]1[CH:20]=[C:19]([N:21]([C:23](=[O:25])[CH3:24])[CH3:22])[C:18]([C:26]([F:27])([F:29])[F:28])=[CH:17][C:16]=1[NH:30][C:2]([O:4][C:5]1[CH:10]=[CH:9][C:8]([Cl:11])=[CH:7][CH:6]=1)=[O:3]. Procedure: 4-chlorophenyl chloroformate (26 mg, 1.1 eq.) is slowly added to a solution of 5-(acetyl-methyl-amino)-2-amino-4-trifluoromethyl-benzoic acid methyl ester (36 mg, 0.12 mmoles) in dioxane (0.2 ml). The solution is stirred at 80° C. for 2 hours. The solution is evaporated to yield 5-(acetyl-methyl-amino)-2-(4-chloro-phenoxycarbonylamino)-4-trifluoromethyl-benzoic acid methyl ester after repeated trituration with hexane. Used tel quel for the next step.